Dataset: the Open Reaction Database (ORD), a public repository of structured organic reaction records. Task: describe an organic reaction: reactants, conditions, products, and yield Procedure details: Other cyclic amides of the present invention can be prepared such as the 3,4-dihydropyrrolo[1,2-a]pyrazin-1(2H)-ones 16 as described in Scheme 9. Substituted amines are coupled to the 8-bromo-2-chloroquinoline through treatment with base, such as LiHMDS, at a temperature of about RT, to afford the desired 8-bromoquinolin-2-amine 13. The bromo compound 13 is converted to the boronic acid 14 via treatment with a palladium catalyst, such as Pd(dppf)2Cl2, bis(pinacolato)diboron, and a base such as K... RXN SMILES: [Br:1][C:2]1[CH:3]=[CH:4][CH:5]=[C:6]2[C:11]=1[N:10]=[C:9](Cl)[CH:8]=[CH:7]2.[Li+].C[Si]([N-:18][Si](C)(C)C)(C)C>>[Br:1][C:2]1[CH:3]=[CH:4][CH:5]=[C:6]2[C:11]=1[N:10]=[C:9]([NH2:18])[CH:8]=[CH:7]2 |f:1.2|. Product: BrC=1C=CC=C2C=CC(=NC12)N (8-bromoquinolin-2-amine). Starting materials: cyclic amides, 3,4-dihydropyrrolo[1,2-a]pyrazin-1(2H)-ones, BrC=1C=CC=C2C=CC(=NC12)Cl (8-bromo-2-chloroquinoline), [Li+].C[Si](C)(C)[N-][Si](C)(C)C (LiHMDS), Substituted amines. Starting materials: CN(C)C=O, [Cl-], ClCCCI, [H-], [Na+], [Na+], O, Oc1cncc(OCc2ccccc2)c1. Yields the product ClCCCOc1cncc(OCc2ccccc2)c1. RXN SMILES: [CH3:25][N:26]([CH3:27])[CH:28]=[O:29].[Cl-:23].[Cl:18][CH2:19][CH2:20][CH2:21][I:22].[H-:16].[Na+:17].[Na+:24].[OH2:30].[c:1]1([CH2:7][O:8][c:9]2[cH:10][c:11]([OH:15])[cH:12][n:13][cH:14]2)[cH:2][cH:3][cH:4][cH:5][cH:6]1>>[c:1]1([CH2:7][O:8][c:9]2[cH:10][c:11]([O:15][CH2:21][CH2:20][CH2:19][Cl:18])[cH:12][n:13][cH:14]2)[cH:2][cH:3][cH:4][cH:5][cH:6]1. Reactants: COC=1C(C(=C(C(C1OC)=O)CC=1C=C(C=CC1)CC(=O)O)C)=O (3-(5,6-dimethoxy-3-methyl-1,4-benzoquinon-2-ylmethyl)phenylacetic Acid), N1CCOCC1 (morpholine). The product is COC=1C(C(=C(C(C1OC)=O)CC=1C=C(C=CC1)CC(=O)N1CCOCC1)C)=O (N-[3-(5,6-dimethoxy-3-methyl-1,4-benzoquinon-2-ylmethyl)phenylacetyl]morpholine). Isolated yield 37.0%. RXN SMILES: [CH3:1][O:2][C:3]1[C:4](=[O:24])[C:5]([CH3:23])=[C:6]([CH2:12][C:13]2[CH:14]=[C:15]([CH2:19][C:20](O)=[O:21])[CH:16]=[CH:17][CH:18]=2)[C:7](=[O:11])[C:8]=1[O:9][CH3:10].[NH:25]1[CH2:30][CH2:29][O:28][CH2:27][CH2:26]1>>[CH3:1][O:2][C:3]1[C:4](=[O:24])[C:5]([CH3:23])=[C:6]([CH2:12][C:13]2[CH:14]=[C:15]([CH2:19][C:20]([N:25]3[CH2:30][CH2:29][O:28][CH2:27][CH2:26]3)=[O:21])[CH:16]=[CH:17][CH:18]=2)[C:7](=[O:11])[C:8]=1[O:9][CH3:10]. Procedure: 3-(5,6-dimethoxy-3-methyl-1,4-benzoquinon-2-ylmethyl)phenylacetic acid (90 mg, 0.27 mmol) obtained in Example 57 and morpholine (0.035 ml, 0.41 mmol) were used, and a method similar to that described in Example 46 was employed to obtain the title compound (41 mg, 0.10 mmol, yield 37%). The reactants are C(C)(C)(C)OC(=O)N1C=CC2=CC(=CC=C12)CCCCCN(C)CC=C (5-[5-(Allyl-methyl-amino)-pentyl]-indole-1-carboxylic acid tert-butyl ester), O (water), [OH-].[Na+] (NaOH). Solvent: C(C)O (ethanol). Conditions: temperature 60 celsius, time 1.5 hour. The product is C(C=C)N(C)CCCCCC=1C=C2C=CNC2=CC1 (Allyl-[5-(1H-indol-5-yl)-pentyl]-methyl-amine). Yield: 100.3%. RXN SMILES: C(OC([N:8]1[C:16]2[C:11](=[CH:12][C:13]([CH2:17][CH2:18][CH2:19][CH2:20][CH2:21][N:22]([CH2:24][CH:25]=[CH2:26])[CH3:23])=[CH:14][CH:15]=2)[CH:10]=[CH:9]1)=O)(C)(C)C.O.[OH-].[Na+]>C(O)C>[CH2:24]([N:22]([CH2:21][CH2:20][CH2:19][CH2:18][CH2:17][C:13]1[CH:12]=[C:11]2[C:16](=[CH:15][CH:14]=1)[NH:8][CH:9]=[CH:10]2)[CH3:23])[CH:25]=[CH2:26] |f:2.3|. Procedure details: To 1.3 g (3.5 mmol) 5-[5-(Allyl-methyl-amino)-pentyl]-indole-1-carboxylic acid tert-butyl ester in 20 ml ethanol were added 1.5 ml water and 3 ml conc. NaOH, and stirred at 60° C. for 1.5 h. The slurry was concentrated and dissolved in ether/water. The organic layer was washed with water and dried over Na2SO4 and evaporated to yield 900 mg (quantitative) Allyl-[5-(1H-indol-5-yl)-pentyl]-methyl-amine as light yellow oil, MS: 257 (MH+). The reactants are ClC1=NN(C2=CC=C(C=C12)C=O)CC1=C(C=C(C=C1)Cl)C(F)(F)F (3-Chloro-1-(4-chloro-2-trifluoromethyl-benzyl)-1H-indazole-5-carbaldehyde), C(C)(C)(C)OC(=O)N1[C@H](CN(CC1)C=1SCC(N1)=O)CO (2-(R)-Hydroxymethyl-4-(4-oxo-4,5-dihydro-thiazol-2-yl)-piperazine-1-carboxylic acid tert-butyl ester). Yields the product C(C)(C)(C)OC(=O)N1[C@H](CN(CC1)C=1SC(C(N1)=O)=CC=1C=C2C(=NN(C2=CC1)CC1=C(C=C(C=C1)Cl)C(F)(F)F)Cl)CO (4-{5-[3-Chloro-1-(4-chloro-2-trifluoromethyl-benzyl)-1H-indazol-5-ylmethylene]-4-oxo-4,5-dihydro-thiazol-2-yl}-2-(R)-hydroxymethyl-piperazine-1-carboxylic acid tert-butyl ester). As a reaction SMILES: [Cl:1][C:2]1[C:10]2[C:5](=[CH:6][CH:7]=[C:8]([CH:11]=O)[CH:9]=2)[N:4]([CH2:13][C:14]2[CH:19]=[CH:18][C:17]([Cl:20])=[CH:16][C:15]=2[C:21]([F:24])([F:23])[F:22])[N:3]=1.[C:25]([O:29][C:30]([N:32]1[CH2:37][CH2:36][N:35]([C:38]2[S:39][CH2:40][C:41](=[O:43])[N:42]=2)[CH2:34][C@@H:33]1[CH2:44][OH:45])=[O:31])([CH3:28])([CH3:27])[CH3:26]>>[C:25]([O:29][C:30]([N:32]1[CH2:37][CH2:36][N:35]([C:38]2[S:39][C:40](=[CH:11][C:8]3[CH:9]=[C:10]4[C:5](=[CH:6][CH:7]=3)[N:4]([CH2:13][C:14]3[CH:19]=[CH:18][C:17]([Cl:20])=[CH:16][C:15]=3[C:21]([F:24])([F:22])[F:23])[N:3]=[C:2]4[Cl:1])[C:41](=[O:43])[N:42]=2)[CH2:34][C@@H:33]1[CH2:44][OH:45])=[O:31])([CH3:28])([CH3:27])[CH3:26]. Reported procedure: 4-{5-[3-Chloro-1-(4-chloro-2-trifluoromethyl-benzyl)-1H-indazol-5-ylmethylene]-4-oxo-4,5-dihydro-thiazol-2-yl}-2-(R)-hydroxymethyl-piperazine-1-carboxylic acid tert-butyl ester was prepared from 3-Chloro-1-(4-chloro-2-trifluoromethyl-benzyl)-1H-indazole-5-carbaldehyde and 2-(R)-Hydroxymethyl-4-(4-oxo-4,5-dihydro-thiazol-2-yl)-piperazine-1-carboxylic acid tert-butyl ester following general procedure D. Run in CN(C=O)C (N,N-dimethylformamide), CN(C=O)C (N,N-dimethylformamide). Reaction conditions: temperature 110 celsius, time 18 hour. As a reaction SMILES: [NH2:1][C:2]1[N:7]=[C:6]([N:8]2[CH2:13][CH2:12][CH2:11][C@@H:10]([C:14]([N:16]([CH3:18])[CH3:17])=[O:15])[CH2:9]2)[CH:5]=[CH:4][C:3]=1[N+:19]([O-])=O.[F:22][CH:23]([F:33])[O:24][C:25]1[CH:26]=[C:27]([CH:30]=[CH:31][CH:32]=1)[CH:28]=O.O.S(S([O-])=O)([O-])=O.[Na+].[Na+]>CN(C)C=O>[F:22][CH:23]([F:33])[O:24][C:25]1[CH:26]=[C:27]([C:28]2[NH:1][C:2]3=[N:7][C:6]([N:8]4[CH2:13][CH2:12][CH2:11][C@@H:10]([C:14]([N:16]([CH3:18])[CH3:17])=[O:15])[CH2:9]4)=[CH:5][CH:4]=[C:3]3[N:19]=2)[CH:30]=[CH:31][CH:32]=1 |f:3.4.5|. The product is FC(OC=1C=C(C=CC1)C1=NC=2C(=NC(=CC2)N2C[C@@H](CCC2)C(=O)N(C)C)N1)F ((R)-1-(2-(3-(Difluoromethoxy)phenyl)-3H-imidazo[4,5-b]pyridin-5-yl)-N,N-dimethylpiperidine-3-carboxamide). Procedure details: Into a 4 mL vial was added (R)-1-(6-amino-5-nitropyridin-2-yl)-N,N-dimethylpiperidine-3-carboxamide (500 μL, 0.3M) dissolved in N,N-dimethylformamide followed by 3-(difluoromethoxy)benzaldehyde (950 μL, 0.158M) dissolved in N,N-dimethylformamide. Water (50 μL) was added followed by sodium hydrosulfite (574 μmol) under a nitrogen atmosphere. The vial was capped and shaken at 110° C. for 18 h. The solvent was removed by Speedvac and the residue was purified by HPLC to afford the title compound. MS... Starting materials: NC1=C(C=CC(=N1)N1C[C@@H](CCC1)C(=O)N(C)C)[N+](=O)[O-] ((R)-1-(6-amino-5-nitropyridin-2-yl)-N,N-dimethylpiperidine-3-carboxamide), S(=O)([O-])S(=O)[O-].[Na+].[Na+] (sodium hydrosulfite), FC(OC=1C=C(C=O)C=CC1)F (3-(difluoromethoxy)benzaldehyde), O (Water). Starting materials: N#Cc1ccc(CCOc2cccc(NS(=O)(=O)c3ccccc3)c2)cc1, [I-], [K+], [K+], [Na+], O=C([O-])[O-], CN(C)C=O, OCCCl. Yields the product N#Cc1ccc(CCOc2cccc(N(CCO)S(=O)(=O)c3ccccc3)c2)cc1. RXN SMILES: [C:1](#[N:2])[c:3]1[cH:4][cH:5][c:6]([CH2:9][CH2:10][O:11][c:12]2[cH:13][c:14]([NH:18][S:19](=[O:20])(=[O:21])[c:22]3[cH:23][cH:24][cH:25][cH:26][cH:27]3)[cH:15][cH:16][cH:17]2)[cH:7][cH:8]1.[I-:38].[K+:28].[K+:29].[Na+:39].[O-:30][C:31]([O-:32])=[O:33].[O:40]=[CH:41][N:42]([CH3:43])[CH3:44].[OH:34][CH2:35][CH2:36][Cl:37]>>[C:1](#[N:2])[c:3]1[cH:4][cH:5][c:6]([CH2:9][CH2:10][O:11][c:12]2[cH:13][c:14]([N:18]([S:19](=[O:20])(=[O:21])[c:22]3[cH:23][cH:24][cH:25][cH:26][cH:27]3)[CH2:36][CH2:35][OH:34])[cH:15][cH:16][cH:17]2)[cH:7][cH:8]1. RXN SMILES: [Br-:15].[Br-:16].[Br-:17].[cH:36]1[cH:37][cH:38][n:39][cH:40][cH:41]1.[nH+:18]1[cH:19][cH:20][cH:21][cH:22][cH:23]1.[nH+:24]1[cH:25][cH:26][cH:27][cH:28][cH:29]1.[nH+:30]1[cH:31][cH:32][cH:33][cH:34][cH:35]1.[nH:1]1[c:2]([C:10](=[O:11])[O:12][CH2:13][CH3:14])[cH:3][c:4]2[c:5]1[cH:6][n:7][cH:8][cH:9]2>>[nH:1]1[c:2]([C:10](=[O:11])[O:12][CH2:13][CH3:14])[c:3]([Br:15])[c:4]2[c:5]1[cH:6][n:7][cH:8][cH:9]2. Reactants: [Br-], [Br-], [Br-], c1ccncc1, c1cc[nH+]cc1, c1cc[nH+]cc1, c1cc[nH+]cc1, CCOC(=O)c1cc2ccncc2[nH]1. The product is CCOC(=O)c1[nH]c2cnccc2c1Br. The reactants are ClC=1C(NN=C(C1Cl)OCCCSC1=CC=CC=C1)=O (4,5-dichloro-6-[3-(phenylthio)propyloxy]-3(2H)-pyridazinone), N1=CC(=CC=C1)CN (3-picolylamine). The solvent is O.O1CCOCC1 (water dioxane). Procedure: After 0.3 g of 4,5-dichloro-6-[3-(phenylthio)propyloxy]-3(2H)-pyridazinone and 0.243 g of 3-picolylamine were dissolved in a solvent mixture of water-dioxane (1:1), the mixture was heated to reflux for 8 hours. After completion of the reaction, the reaction mixture was poured onto water and extracted with ethyl acetate. After washing with water and drying, the solvent was distilled off. The resulting crystals were recrystallized from isopropanol to give 0.273 g of the objective compound. Yield, ... Reaction SMILES: [Cl:1][C:2]1[C:3](=[O:20])[NH:4][N:5]=[C:6]([O:9][CH2:10][CH2:11][CH2:12][S:13][C:14]2[CH:19]=[CH:18][CH:17]=[CH:16][CH:15]=2)[C:7]=1Cl.[N:21]1[CH:26]=[CH:25][CH:24]=[C:23]([CH2:27][NH2:28])[CH:22]=1>O.O1CCOCC1>[Cl:1][C:2]1[C:3](=[O:20])[NH:4][N:5]=[C:6]([O:9][CH2:10][CH2:11][CH2:12][S:13][C:14]2[CH:19]=[CH:18][CH:17]=[CH:16][CH:15]=2)[C:7]=1[NH:28][CH2:27][C:23]1[CH:22]=[N:21][CH:26]=[CH:25][CH:24]=1 |f:2.3|. Yield: 74.8%. Yields the product ClC=1C(NN=C(C1NCC=1C=NC=CC1)OCCCSC1=CC=CC=C1)=O (4-chloro-6-[3-(phenylthio)propyloxy]-5-(3-picolylamino)-3(2H)-pyridazinone).